This data is from the Open Reaction Database (ORD), a public repository of structured organic reaction records. The task is: describe an organic reaction: reactants, conditions, products, and yield Reactants: BrC(C(=O)OCC)C1=CC(=C(C=C1)C1CCCCC1)Cl (ethyl α-bromo-3-chloro-4-cyclohexylphenylacetate), [I-].[Na+] (sodium iodide). Run in CC(=O)C (acetone). Yields the product IC(C(=O)OCC)C1=CC(=C(C=C1)C1CCCCC1)Cl (ethyl α-iodo-3-chloro-4-cyclohexylphenylacetate). As a reaction SMILES: Br[CH:2]([C:8]1[CH:13]=[CH:12][C:11]([CH:14]2[CH2:19][CH2:18][CH2:17][CH2:16][CH2:15]2)=[C:10]([Cl:20])[CH:9]=1)[C:3]([O:5][CH2:6][CH3:7])=[O:4].[I-:21].[Na+]>CC(C)=O>[I:21][CH:2]([C:8]1[CH:13]=[CH:12][C:11]([CH:14]2[CH2:19][CH2:18][CH2:17][CH2:16][CH2:15]2)=[C:10]([Cl:20])[CH:9]=1)[C:3]([O:5][CH2:6][CH3:7])=[O:4] |f:1.2|. Procedure details: A mixture of 40.5 g. (0.1 moles) of ethyl α-bromo-3-chloro-4-cyclohexylphenylacetate and 150 g. of sodium iodide in 1 liter of anhydrous acetone is refluxed for 4 hours. The reaction mixture is then evaporated to dryness and extracted with ether. The ether is then washed with water, dried and evaporated to dryness to obtain ethyl α-iodo-3-chloro-4-cyclohexylphenylacetate. Starting materials: C(=O)(N1C=NC=C1)N1C=NC=C1 (1,1'-carbonyldiimidazole), O[C@@H](CC(=O)O)CCCCCCCCCCC ((R)-3-hydroxytetradecanoic acid), [Mg+].C(CCCCC)C(C(=O)OC)C(=O)[O-] (monomethyl n-hexylmalonate magnesium salt). Run at time 16 hour. RXN SMILES: C(N1[CH:12]=[CH:11]N=C1)(N1C=CN=C1)=O.[OH:13][C@H:14]([CH2:19][CH2:20][CH2:21][CH2:22][CH2:23][CH2:24][CH2:25][CH2:26][CH2:27][CH2:28][CH3:29])[CH2:15][C:16]([OH:18])=[O:17].[Mg+].[CH2:31]([CH:37](C([O-])=O)[C:38](OC)=O)[CH2:32][CH2:33][CH2:34]CC>C1COCC1>[CH2:38]([C:15]1[C:16](=[O:18])[O:17][C@H:20]([CH2:21][CH2:22][CH2:23][CH2:24][CH2:25][CH2:26][CH2:27][CH2:28][CH2:29][CH2:11][CH3:12])[CH2:19][C:14]=1[OH:13])[CH2:37][CH2:31][CH2:32][CH2:33][CH3:34] |f:2.3|. The product is C(CCCCC)C=1C(O[C@@H](CC1O)CCCCCCCCCCC)=O ((R)-5,6-dihydro-3-hexyl-4-hydroxy-6-undecyl-2H-pyran-2-one). The yield is 34.3%. Procedure details: 6.81 g of 1,1'-carbonyldiimidazole were added under nitrogen and while stirring to a solution of 7.33 g of (R)-3-hydroxytetradecanoic acid (Example 4a) in 60 ml of THF. After stirring the reaction solution was added to the suspension of monomethyl n-hexylmalonate magnesium salt and the mixture was stirred at room temperature for 22 hours. The suspension was concentrated, whereby 60.35 g of resin remained behind. This was taken up in 200 ml of ethyl acetate, extracted with 200 ml of 3N hydrochlor... Run in C1CCOC1 (THF). Yields the product NC=1SC=C(N1)C(C(=O)NC1[C@@H]2N(C(=CCS2)C(=O)OCOC(C(C)C)=O)C1=O)=NOC (isobutyryloxymethyl 7-[2-(2-aminothiazol-4-yl)-2-methoxyiminoacetamido]-3-cephem-4-carboxylate). The solvent is C(C)N(CC)CC (triethylamine). Starting materials: NC=1SC=C(N1)C(C(=O)NC1[C@@H]2N(C(=CCS2)C(=O)O)C1=O)=NOC (7-[2-(2-aminothiazol-4-yl)-2-methoxyiminoacetamido]-3-cephem-4-carboxylic acid), C(C(C)C)(=O)OCI (iodomethyl isobutyrate). As a reaction SMILES: [NH2:1][C:2]1[S:3][CH:4]=[C:5]([C:7](=[N:23][O:24][CH3:25])[C:8]([NH:10][CH:11]2[C:21](=[O:22])[N:13]3[C:14]([C:18]([OH:20])=[O:19])=[CH:15][CH2:16][S:17][C@H:12]23)=[O:9])[N:6]=1.[C:26]([O:31][CH2:32]I)(=[O:30])[CH:27]([CH3:29])[CH3:28]>C(N(CC)CC)C>[NH2:1][C:2]1[S:3][CH:4]=[C:5]([C:7](=[N:23][O:24][CH3:25])[C:8]([NH:10][CH:11]2[C:21](=[O:22])[N:13]3[C:14]([C:18]([O:20][CH2:32][O:31][C:26](=[O:30])[CH:27]([CH3:29])[CH3:28])=[O:19])=[CH:15][CH2:16][S:17][C@H:12]23)=[O:9])[N:6]=1. Procedure: In the same manner as Example 8, 7-[2-(2-aminothiazol-4-yl)-2-methoxyiminoacetamido]-3-cephem-4-carboxylic acid (syn-isomer) was reacted with iodomethyl isobutyrate in the presence of triethylamine to give isobutyryloxymethyl 7-[2-(2-aminothiazol-4-yl)-2-methoxyiminoacetamido]-3-cephem-4-carboxylate (syn-isomer), mp 95°-100° C. (decompn.). The reactants are [Br-], [Li]C, CCOCC, [Li+], O=C1CCCN(C(=O)OCc2ccccc2)CC1. The product is CC1(O)CCCN(C(=O)OCc2ccccc2)CC1. Reaction SMILES: [Br-:19].[CH3:21][Li:22].[CH3:23][CH2:24][O:25][CH2:26][CH3:27].[Li+:20].[O:1]=[C:2]1[CH2:3][CH2:4][N:5]([C:9](=[O:10])[O:11][CH2:12][c:13]2[cH:14][cH:15][cH:16][cH:17][cH:18]2)[CH2:6][CH2:7][CH2:8]1>>[OH:1][C:2]1([CH3:21])[CH2:3][CH2:4][N:5]([C:9](=[O:10])[O:11][CH2:12][c:13]2[cH:14][cH:15][cH:16][cH:17][cH:18]2)[CH2:6][CH2:7][CH2:8]1. Reactants: C(C)OC(=O)[C@H](C)N[C@@H](C)C(=O)O (N-[1-(S)-Ethoxycarbonylethyl]alanine), C(=O)(N1C=NC=C1)N1C=NC=C1 (1,1'-Carbonyldiimidazole), N1=C(N=CC=C1)NCC(=O)OCC1=CC=CC=C1 (benzyl N-(2-pyrimidyl)glycinate). The solvent is O1CCCC1 (tetrahydrofuran). The product is C(C)OC(=O)[C@H](C)N[C@@H](C)C(=O)N(CC(=O)OCC1=CC=CC=C1)C1=NC=CC=N1 (benzyl N-[1-(S)ethoxycarbonylethyl]alanyl-N-(2-pyrimidyl)glycinate). Reaction SMILES: [CH2:1]([O:3][C:4]([C@@H:6]([NH:8][C@H:9]([C:11]([OH:13])=O)[CH3:10])[CH3:7])=[O:5])[CH3:2].C(N1C=CN=C1)(N1C=CN=C1)=O.[N:26]1[CH:31]=[CH:30][CH:29]=[N:28][C:27]=1[NH:32][CH2:33][C:34]([O:36][CH2:37][C:38]1[CH:43]=[CH:42][CH:41]=[CH:40][CH:39]=1)=[O:35]>O1CCCC1>[CH2:1]([O:3][C:4]([C@@H:6]([NH:8][C@H:9]([C:11]([N:32]([C:27]1[N:26]=[CH:31][CH:30]=[CH:29][N:28]=1)[CH2:33][C:34]([O:36][CH2:37][C:38]1[CH:43]=[CH:42][CH:41]=[CH:40][CH:39]=1)=[O:35])=[O:13])[CH3:10])[CH3:7])=[O:5])[CH3:2]. Procedure details: N-[1-(S)-Ethoxycarbonylethyl]alanine and 1,1'-Carbonyldiimidazole were added to dry tetrahydrofuran. The resulting mixture was refluxed for fifteen minutes. To the resulting solution was added benzyl N-(2-pyrimidyl)glycinate. The resulting mixture was refluxed for three hours. The product was purified by HPLC chromatography to yield benzyl N-[1-(S)ethoxycarbonylethyl]alanyl-N-(2-pyrimidyl)glycinate. The reactants are COCCN, ClC(Cl)Cl, Cn1c(=O)c(Oc2ccccc2F)cc2cnc(S(C)(=O)=O)nc21. Product: COCCNc1ncc2cc(Oc3ccccc3F)c(=O)n(C)c2n1. RXN SMILES: [CH3:25][O:26][CH2:27][CH2:28][NH2:29].[CH:30]([Cl:31])([Cl:32])[Cl:33].[F:1][c:2]1[c:3]([O:4][c:5]2[cH:6][c:7]3[c:8]([n:9][c:10]([S:13]([CH3:14])(=[O:15])=[O:16])[n:11][cH:12]3)[n:17]([CH3:20])[c:18]2=[O:19])[cH:21][cH:22][cH:23][cH:24]1>>[F:1][c:2]1[c:3]([O:4][c:5]2[cH:6][c:7]3[c:8]([n:9][c:10]([NH:29][CH2:28][CH2:27][O:26][CH3:25])[n:11][cH:12]3)[n:17]([CH3:20])[c:18]2=[O:19])[cH:21][cH:22][cH:23][cH:24]1. Reactants: FC1=CC=C(CN2N=C(C=C(C2=O)COS(=O)(=O)C)C=2C=CC3=C(CCO3)C2)C=C1 (2-(4-fluorobenzyl)-6-(2,3-dihydro-1-benzofuran-5-yl)-4-methanesulfonyloxymethyl-2H-pyridazin-3-one), O1CCC2=C1C=CC(=C2)C=2C=C(C(NN2)=O)C(=O)OC (6-(2,3-dihydro-1-benzofuran-5-yl)-4-methoxycarbonyl-2H-pyridazin-3-one), ClC1=CC=C(CCl)C=C1 (4-chlorobenzyl chloride). Product: C(=O)(O)C=1C(N(N=C(C1)C=1C=CC2=C(CCO2)C1)CC1=CC=C(C=C1)Cl)=O (4-carboxy-2-(4-chlorobenzyl)-6-(2,3-dihydro-1-benzofuran-5-yl)-2H-pyridazin-3-one). Reported procedure: The general procedure of Example 1 (3) was carried out by use of 6-(2,3-dihydro-1-benzofuran-5-yl)-4-methoxycarbonyl-2H-pyridazin-3-one and 4-chlorobenzyl chloride, to thereby yield the title compound as a yellow powder (yield: 89.3%). Isolated yield 89.3%. As a reaction SMILES: FC1C=CC(CN2C(=O)C(COS(C)(=O)=O)=CC(C3C=CC4OCCC=4C=3)=N2)=CC=1.[O:31]1[C:35]2[CH:36]=[CH:37][C:38]([C:40]3[CH:41]=[C:42]([C:47]([O:49]C)=[O:48])[C:43](=[O:46])[NH:44][N:45]=3)=[CH:39][C:34]=2[CH2:33][CH2:32]1.[Cl:51][C:52]1[CH:59]=[CH:58][C:55]([CH2:56]Cl)=[CH:54][CH:53]=1>>[C:47]([C:42]1[C:43](=[O:46])[N:44]([CH2:56][C:55]2[CH:58]=[CH:59][C:52]([Cl:51])=[CH:53][CH:54]=2)[N:45]=[C:40]([C:38]2[CH:37]=[CH:36][C:35]3[O:31][CH2:32][CH2:33][C:34]=3[CH:39]=2)[CH:41]=1)([OH:49])=[O:48]. The reactants are FC1=C(C#N)C(=CC(=C1)C=C)F (2,6-Difluoro-4-vinylbenzonitrile), C1=CC(=CC(=C1)Cl)C(=O)OO (m-CPBA), FC=1C(=CC(=C(C#N)C1)OC)C1OC1 (5-fluoro-2-methoxy-4-(oxiran-2-yl)benzonitrile). Yields the product FC1=C(C#N)C(=CC(=C1)C1OC1)F (2,6-Difluoro-4-(oxiran-2-yl)benzonitrile). As a reaction SMILES: [F:1][C:2]1[CH:9]=[C:8]([CH:10]=[CH2:11])[CH:7]=[C:6]([F:12])[C:3]=1[C:4]#[N:5].C1C=C(Cl)C=C(C(OO)=[O:21])C=1.FC1C(C2CO2)=CC(OC)=C(C=1)C#N>>[F:1][C:2]1[CH:9]=[C:8]([CH:10]2[CH2:11][O:21]2)[CH:7]=[C:6]([F:12])[C:3]=1[C:4]#[N:5]. Reported procedure: 2,6-Difluoro-4-(oxiran-2-yl)benzonitrile was prepared from 2,6-Difluoro-4-vinylbenzonitrile using m-CPBA in an analagous fashion to that described for 5-fluoro-2-methoxy-4-(oxiran-2-yl)benzonitrile (Step H) above: 1H NMR (500 MHz, CDCl3) δ 7.02 (d, J=8.0 Hz, 2H), 3.92 (dd, J=3.6, 2.4 Hz, 1H), 3.24 (dd, J=5.4, 4.0 Hz, 1H), 2.74 (dd, J=5.4, 2.4 Hz, 1H). Starting materials: [O-]Cl.[Na+] (NaOCl), C(C1=CC=CO1)NC([S-])=S.[NH4+] (ammonium furfuryldithiocarbamate). Solvent: C(Cl)Cl (CH2Cl2). Run at temperature 20 celsius, time 1 hour. Yields the product C(C1=CC=CO1)N=C=S (furfurylisothiocyanate). Yield: 81.3%. As a reaction SMILES: [O-]Cl.[Na+].[CH2:4]([NH:10][C:11](=S)[S-:12])[C:5]1[O:9][CH:8]=[CH:7][CH:6]=1.[NH4+]>C(Cl)Cl>[CH2:4]([N:10]=[C:11]=[S:12])[C:5]1[O:9][CH:8]=[CH:7][CH:6]=1 |f:0.1,2.3|. Procedure details: A 5.25% aqueous NaOCl solution (60 ml) is added to a stirred, cooled suspension of 1.9 g of ammonium furfuryldithiocarbamate in 20 ml of CH2Cl2 at such a rate that the temperature does not exceed 6° C. The mixture is stirred one hour at 20° C. and extracted with 3×50 ml of CH2Cl2. The combined extracts are washed with H2O (2×50 ml) dried (Na2SO2) and evaporated to afford 1.13 g of (81.2% yield) of crude furfurylisothiocyanate (NMR, IR are supportive of the structure). The reactants are O (water), N1=CC=C(C=C1)CO (Pyridin-4-ylmethanol), ClC1=NC=C(C=N1)C=1C=C(CN(C(CNC(OC(C)(C)C)=O)=O)C)C=CC1 (tert-butyl (2-{[3-(2-chloropyrimidin-5-yl)benzyl](methyl)amino}-2-oxoethyl)carbamate), [H-].[Na+] (NaH). The solvent is CN(C)C=O (DMF). Reaction conditions: time 30 minute. Product: C(C)(C)(C)OC(NCC(=O)N(CC1=CC(=CC=C1)C=1C=NC(=NC1)OCC1=CC=NC=C1)C)=O (tert-butyl[2-(methyl{3-[2-(pyridin-4-ylmethoxy)pyrimidin-5-yl]benzyl}amino)-2-oxoethyl]carbamate). The yield is 99.9%. As a reaction SMILES: [N:1]1[CH:6]=[CH:5][C:4]([CH2:7][OH:8])=[CH:3][CH:2]=1.[H-].[Na+].Cl[C:12]1[N:17]=[CH:16][C:15]([C:18]2[CH:19]=[C:20]([CH:35]=[CH:36][CH:37]=2)[CH2:21][N:22]([CH3:34])[C:23](=[O:33])[CH2:24][NH:25][C:26](=[O:32])[O:27][C:28]([CH3:31])([CH3:30])[CH3:29])=[CH:14][N:13]=1.O>CN(C=O)C>[C:28]([O:27][C:26](=[O:32])[NH:25][CH2:24][C:23]([N:22]([CH3:34])[CH2:21][C:20]1[CH:35]=[CH:36][CH:37]=[C:18]([C:15]2[CH:16]=[N:17][C:12]([O:8][CH2:7][C:4]3[CH:5]=[CH:6][N:1]=[CH:2][CH:3]=3)=[N:13][CH:14]=2)[CH:19]=1)=[O:33])([CH3:31])([CH3:30])[CH3:29] |f:1.2|. Reported procedure: Pyridin-4-ylmethanol (112 mg) was dissolved in DMF (4 ml), and NaH (45 mg) was added thereto under ice-cooling. After stirring at the same temperature for 30 minutes, tert-butyl (2-{[3-(2-chloropyrimidin-5-yl)benzyl](methyl)amino}-2-oxoethyl)carbamate (200 mg) was added thereto, followed by stirring at room temperature for 2 hours. To the reaction mixture was added water, followed by extraction with EtOAc. The organic layer was dried over MgSO4 and evaporated under reduced pressure. The obtained...